Dataset: the Open Reaction Database (ORD), a public repository of structured organic reaction records. Task: describe an organic reaction: reactants, conditions, products, and yield Starting materials: O=C([O-])[O-], CC1(C)c2cccc(P(c3ccccc3)c3ccccc3)c2Oc2c(P(c3ccccc3)c3ccccc3)cccc21, Clc1cc(I)c(Cl)cn1, [Cs+], [Cs+], CC(C)N1CCN(c2ccc(N)c3c2CN(C)C3=O)CC1, CC(=O)[O-], CC(=O)[O-], [Pd+2]. The product is CC(C)N1CCN(c2ccc(Nc3cc(Cl)ncc3Cl)c3c2CN(C)C3=O)CC1. Reaction SMILES: [C:73](=[O:74])([O-:75])[O-:76].[CH3:31][C:32]1([CH3:33])[c:34]2[cH:35][cH:36][cH:37][c:38]([P:39]([c:40]3[cH:41][cH:42][cH:43][cH:44][cH:45]3)[c:46]3[cH:47][cH:48][cH:49][cH:50][cH:51]3)[c:52]2[O:53][c:54]2[c:55]1[cH:56][cH:57][cH:58][c:59]2[P:60]([c:61]1[cH:62][cH:63][cH:64][cH:65][cH:66]1)[c:67]1[cH:68][cH:69][cH:70][cH:71][cH:72]1.[Cl:1][c:2]1[n:3][cH:4][c:5]([Cl:9])[c:6]([I:8])[cH:7]1.[Cs+:77].[Cs+:78].[NH2:10][c:11]1[cH:12][cH:13][c:14]([N:22]2[CH2:23][CH2:24][N:25]([CH:28]([CH3:29])[CH3:30])[CH2:26][CH2:27]2)[c:15]2[c:19]1[C:18](=[O:20])[N:17]([CH3:21])[CH2:16]2.[O-:80][C:81]([CH3:82])=[O:83].[O-:84][C:85]([CH3:86])=[O:87].[Pd+2:79]>>[Cl:1][c:2]1[n:3][cH:4][c:5]([Cl:9])[c:6]([NH:10][c:11]2[cH:12][cH:13][c:14]([N:22]3[CH2:23][CH2:24][N:25]([CH:28]([CH3:29])[CH3:30])[CH2:26][CH2:27]3)[c:15]3[c:19]2[C:18](=[O:20])[N:17]([CH3:21])[CH2:16]3)[cH:7]1. Reactants: CCOC(=O)C (EtOAc), FC=1C=C(C=O)C=CC1O (3-fluoro-4-hydroxybenzaldehyde), C(C1=CC=CC=C1)Br (benzyl bromide), C(=O)([O-])[O-].[K+].[K+] (K2CO3). Solvent: O (water), CN(C)C=O (DMF). Yields the product C(C1=CC=CC=C1)OC1=C(C=C(C=O)C=C1)F (4-Benzyloxy-3-fluoro-benzaldehyde). Isolated yield 80.9%. Reaction SMILES: [F:1][C:2]1[CH:3]=[C:4]([CH:7]=[CH:8][C:9]=1[OH:10])[CH:5]=[O:6].[CH2:11](Br)[C:12]1[CH:17]=[CH:16][CH:15]=[CH:14][CH:13]=1.C([O-])([O-])=O.[K+].[K+].CCOC(C)=O>CN(C=O)C.O>[CH2:11]([O:10][C:9]1[CH:8]=[CH:7][C:4]([CH:5]=[O:6])=[CH:3][C:2]=1[F:1])[C:12]1[CH:17]=[CH:16][CH:15]=[CH:14][CH:13]=1 |f:2.3.4|. Procedure details: A mixture of 3-fluoro-4-hydroxybenzaldehyde (4.264 g, 30.0 mmol), benzyl bromide (5.986 g, 35.0 mmol, 4.16 mL) and K2CO3 (820 g, 59.0 mmol) in DMF (50 mL) was stirred for 48 hours at room temperature before EtOAc (100 mL) and water (50 mL) were added. The organic layer was separated, washed with water (2×50 mL), brine (30 mL) and dried (Na2SO4). Concentration in vacuo gave a white solid residue. Recrystallization from CH2Cl2/n-hexane afforded CAB06038 as colorless needles (5.59 g, 81%). Mp. 94-9... Starting materials: CC(=O)c1cc(Br)ccc1O, C1CCNC1, CC1(C)CC(C=O)CCO1, CO. Yields the product CC1(C)CC(C2CC(=O)c3cc(Br)ccc3O2)CCO1. As a reaction SMILES: [Br:1][c:2]1[cH:3][cH:4][c:5]([OH:11])[c:6]([C:8]([CH3:9])=[O:10])[cH:7]1.[CH2:22]1[CH2:23][NH:24][CH2:25][CH2:26]1.[CH3:12][C:13]1([CH3:21])[O:14][CH2:15][CH2:16][CH:17]([CH:19]=[O:20])[CH2:18]1.[CH3:27][OH:28]>>[Br:1][c:2]1[cH:3][cH:4][c:5]2[c:6]([cH:7]1)[C:8](=[O:10])[CH2:9][CH:19]([CH:17]1[CH2:16][CH2:15][O:14][C:13]([CH3:12])([CH3:21])[CH2:18]1)[O:11]2. Reactants: N(=C=O)CS(=O)(=O)C (Isocyanato-methanesulfonyl-methane), [N+](=[N-])=C1C(=NC=N1)C(=O)N (5-diazoimidazole-4-carboxamide). Run in CS(=O)C (DMSO). Run at time 72 hour. The product is CS(=O)(=O)CN1N=NC=2N(C1=O)C=NC2C(=O)N (3-Methanesulfonylmethyl-4-oxo-3,4-dihydro-imidazo[5,1-d][1,2,3,5]tetrazine-8-carboxylic acid amide). Yield: 67.9%. RXN SMILES: [N:1]([CH2:4][S:5]([CH3:8])(=[O:7])=[O:6])=[C:2]=[O:3].[N+:9](=[C:11]1[N:15]=[CH:14][N:13]=[C:12]1[C:16]([NH2:18])=[O:17])=[N-:10]>CS(C)=O>[CH3:8][S:5]([CH2:4][N:1]1[C:2](=[O:3])[N:15]2[CH:14]=[N:13][C:12]([C:16]([NH2:18])=[O:17])=[C:11]2[N:9]=[N:10]1)(=[O:7])=[O:6]. Reported procedure: Isocyanato-methanesulfonyl-methane (250 mg, 1.85 mmol) was added drop wise to a suspension of 5-diazoimidazole-4-carboxamide (210 mg, 1.53 mmol) in dry DMSO (2 mL) at room temperature under nitrogen. The resulting mixture was stirred at room temperature for 72 hours. The reaction was quenched by the pouring onto crushed ice. The resultant precipitate was collected by filtration and washed with Et2O (3 reaction volumes) and dried to give the title compound as a white solid (283 mg, 68%). 1H NMR (...